This data is from the Open Reaction Database (ORD), a public repository of structured organic reaction records. The task is: describe an organic reaction: reactants, conditions, products, and yield Starting materials: C(=O)(O)[O-].[Na+] (NaHCO3), C(C)OC(=O)C=1C=2N=CC=NC2C(=CC1)C1=C(C(=CC(=C1F)OC)OC)F (8-(2,6-difluoro-3,5-dimethoxy-phenyl)-quinoxaline-5-carboxylic acid ethyl ester), O=S1(CCN(CC1)CC=1C=CC(=NC1)N)=O (5-(1,1-dioxothiomorpholin-4-ylmethyl)-pyridin-2-ylamine), C[Al](C)C (trimethyl aluminum). Run in C(Cl)Cl (DCM), C(Cl)Cl.CO (DCM MeOH). Run at temperature 80 celsius, time 6 hour. The product is O=S1(CCN(CC1)CC=1C=CC(=NC1)NC(=O)C=1C=2N=CC=NC2C(=CC1)C1=C(C(=CC(=C1F)OC)OC)F)=O (8-(2,6-Difluoro-3,5-dimethoxy-phenyl)-quinoxaline-5-carboxylic acid [5-(1,1-dioxo-thiomorpholin-4-ylmethyl)-pyridin-2-yl]-amide). Reaction SMILES: C([O:3][C:4]([C:6]1[C:7]2[N:8]=[CH:9][CH:10]=[N:11][C:12]=2[C:13]([C:16]2[C:21]([F:22])=[C:20]([O:23][CH3:24])[CH:19]=[C:18]([O:25][CH3:26])[C:17]=2[F:27])=[CH:14][CH:15]=1)=O)C.[O:28]=[S:29]1(=[O:43])[CH2:34][CH2:33][N:32]([CH2:35][C:36]2[CH:37]=[CH:38][C:39]([NH2:42])=[N:40][CH:41]=2)[CH2:31][CH2:30]1.C[Al](C)C.C([O-])(O)=O.[Na+]>C(Cl)Cl.CO.C(Cl)Cl>[O:43]=[S:29]1(=[O:28])[CH2:30][CH2:31][N:32]([CH2:35][C:36]2[CH:37]=[CH:38][C:39]([NH:42][C:4]([C:6]3[C:7]4[N:8]=[CH:9][CH:10]=[N:11][C:12]=4[C:13]([C:16]4[C:17]([F:27])=[C:18]([O:25][CH3:26])[CH:19]=[C:20]([O:23][CH3:24])[C:21]=4[F:22])=[CH:14][CH:15]=3)=[O:3])=[N:40][CH:41]=2)[CH2:33][CH2:34]1 |f:3.4,5.6|. Reported procedure: The title compound was prepared in analogy to the procedure described in Example 115 but using 8-(2,6-difluoro-3,5-dimethoxy-phenyl)-quinoxaline-5-carboxylic acid ethyl ester (Step 124.1), 5-(1,1-dioxothiomorpholin-4-ylmethyl)-pyridin-2-ylamine (Step 104.1), 2 equiv of trimethyl aluminum, stirring the reaction mixture for 6 h at 80° C. and pouring it onto a saturated aqueous solution of NaHCO3 and DCM. Title compound: ESI-MS: 570.0 [M+H]+; tR=3.86 min (System 1); TLC: Rf=0.10 (DCM/MeOH/NH3aq, 94... The reactants are CSC1=CC=C(S1)C=O (5-methylsulfanyl-thiophene-2-carbaldehyde), Cl.C(C)(C)(C)OC(CCN)=O (3-amino-propionic acid tert-butyl ester hydrochloride), amine, C(=O)(OCC1C2=CC=CC=C2C2=CC=CC=C12)N=C=S (Fmoc-isothiocyanate), C(C)(=O)O[BH-](OC(C)=O)OC(C)=O.[Na+] (Sodium triacetoxyborohydride), N1CCCCC1 (piperidine). Run in C(Cl)Cl (DCM), C(Cl)Cl (DCM). Conditions: time 15 minute. Yields the product C(C)(C)(C)OC(CCN(C(=S)N)CC=1SC(=CC1)SC)=O (3-[1-(5-methylsulfanyl-thiophen-2-ylmethyl)-thioureido]-propionic acid tert-butyl ester). Isolated yield 66.6%. RXN SMILES: [CH3:1][S:2][C:3]1[S:7][C:6]([CH:8]=O)=[CH:5][CH:4]=1.Cl.[C:11]([O:15][C:16](=[O:20])[CH2:17][CH2:18][NH2:19])([CH3:14])([CH3:13])[CH3:12].C(O[BH-](OC(=O)C)OC(=O)C)(=O)C.[Na+].C([N:52]=[C:53]=[S:54])(OCC1C2C(=CC=CC=2)C2C1=CC=CC=2)=O.N1CCCCC1>C(Cl)Cl>[C:11]([O:15][C:16](=[O:20])[CH2:17][CH2:18][N:19]([CH2:8][C:6]1[S:7][C:3]([S:2][CH3:1])=[CH:4][CH:5]=1)[C:53]([NH2:52])=[S:54])([CH3:14])([CH3:13])[CH3:12] |f:1.2,3.4|. Procedure details: A mixture of 5-methylsulfanyl-thiophene-2-carbaldehyde (1.0 g, 6.3 mmol) and 3-amino-propionic acid tert-butyl ester hydrochloride (1.02 g, 7 mmol) in DCM (20 mL) was stirred at RT for 15 min. Sodium triacetoxyborohydride (2 g, 9.45 mmol) was added and the reaction was stirred at room temperature overnight. The reaction mass was partitioned between aqueous sodium bicarbonate and DCM. The organic layer was dried over sodium sulfate and concentrated to give the crude 3-[(5-methylsulfanyl-thiophen-... The reactants are C[Si](C)(C)Cl (trimethylsilyl chloride), C[Li] (methyl lithium), C(C)OCC (diethyl ether), CN(CCN(C)C)C (N,N,N′,N′-tetramethylethylenediamine), C1(C=CCCC1)=O (cyclohexenone). The reagents and catalysts are [Cu](I)I (copper iodide). Run in O1CCCC1 (tetrahydrofuran), O1CCCC1 (tetrahydrofuran). Run at time 5 minute. Product: C[Si](OC1=CC(CCC1)C)(C)C (trimethyl[(3-methylcyclohex-1-en-1-yl)oxy]silane). Isolated yield 51.9%. Reaction SMILES: CN(C)[CH2:3][CH2:4]N(C)C.C[Li].C(OCC)C.[CH3:16][Si:17](Cl)([CH3:19])[CH3:18].[C:21]1(=[O:27])[CH2:26]C[CH2:24][CH:23]=[CH:22]1>O1CCCC1.[Cu](I)I>[CH3:16][Si:17]([CH3:19])([CH3:18])[O:27][C:21]1[CH2:22][CH2:23][CH2:24][CH:3]([CH3:4])[CH:26]=1. Reported procedure: Under nitrogen atmosphere, a suspension of N,N,N′,N′-tetramethylethylenediamine (0.94 mL, 6.24 mmol) and copper iodide (0.42 g, 2.18 mmol) in anhydrous tetrahydrofuran (4 mL) was stirred at room temperature for 5 minutes. The reaction mixture was cooled to −78° C. and a 1.6 M methyl lithium solution in diethyl ether (1.30 mL, 2.08 mmol) was added. After stirring for 20 minutes at the same temperature, trimethylsilyl chloride (0.66 mL, 5.20 mmol) and a solution of cyclohexenone (0.20 g, 2.08 mmol... Starting materials: C1(COCC(=O)O1)=O (diglycolic anhydride), NCCO (2-aminoethanol), CS(=O)(=O)[O-] (methanesulfonate), ( a ). The product is OCCNC(COCC(=O)O)=O ([2-(2-hydroxyethylamino)-2-oxoethoxy]acetic acid), ( b ). Reaction SMILES: CS([O-])(=O)=O.[C:6]1(=[O:13])[O:12][C:10](=[O:11])[CH2:9][O:8][CH2:7]1.[NH2:14][CH2:15][CH2:16][OH:17]>>[OH:17][CH2:16][CH2:15][NH:14][C:10](=[O:11])[CH2:9][O:8][CH2:7][C:6]([OH:12])=[O:13]. Reported procedure: methanesulfonate by (a) reacting diglycolic anhydride and 2-aminoethanol to produce [2-(2-hydroxyethylamino)-2-oxoethoxy]acetic acid, (b) heating to cyclixe the latter to obtain 4-(2-hydroxyethyl)-3,5-dioxomorpholine, (c) esterifying the latter with methanesulfonyl chloride to produce 2-(3,5-dioxomorpholino)ethyl methanesulfonate and (d) reacting the mesylate with piperidine.